From a dataset of the Open Reaction Database (ORD), a public repository of structured organic reaction records. describe an organic reaction: reactants, conditions, products, and yield The reactants are CCCCCCCCO, CC(C)CC(N)C(=O)O, Cc1ccccc1, O, Cc1ccc(S(=O)(=O)O)cc1. The product is CCCCCCCCOC(=O)C(N)CC(C)C. RXN SMILES: [CH2:10]([CH2:11][CH2:12][CH2:13][CH2:14][CH2:15][CH2:16][CH3:17])[OH:18].[CH3:1][CH:2]([CH3:3])[CH2:4][CH:5]([NH2:6])[C:7]([OH:8])=[O:9].[CH3:31][c:32]1[cH:33][cH:34][cH:35][cH:36][cH:37]1.[OH2:19].[c:20]1([CH3:21])[cH:22][cH:23][c:24]([S:25]([OH:26])(=[O:27])=[O:28])[cH:29][cH:30]1>>[CH3:1][CH:2]([CH3:3])[CH2:4][CH:5]([NH2:6])[C:7](=[O:8])[O:9][CH2:10][CH2:11][CH2:12][CH2:13][CH2:14][CH2:15][CH2:16][CH3:17]. The reactants are CC=1N(C=2C(=NC=C(C2)C=2C=CC3=C(CN(CCO3)C(=O)OC(C)(C)C)C2)N1)C(=O)OCC(C)C (1,1-dimethylethyl 7-(2-methyl-1-{[(2-methylpropyl)-oxy]carbonyl}-1H-imidazo[4,5-b]pyridine-6-yl)-2,3-dihydro-1,4-benzoxazepine-4(5H)carboxylate). Solvent: CO (methanol), Cl (hydrochloric acid), O1CCOCC1 (dioxane). Reaction conditions: time 1 hour. Yields the product hydrochloride salt, CC=1N(C=2C(=NC=C(C2)C=2C=CC3=C(CNCCO3)C2)N1)C(=O)OCC(C)C (2-methylpropyl 2-methyl-6-(2,3,4,5-tetrahydro-1,4-benzoxazepin-7-yl)-1H-imidazo[4,5-b]pyridine-1-carboxylate). Yield: 105.1%. As a reaction SMILES: [CH3:1][C:2]1[N:3]([C:29]([O:31][CH2:32][CH:33]([CH3:35])[CH3:34])=[O:30])[C:4]2[C:5]([N:28]=1)=[N:6][CH:7]=[C:8]([C:10]1[CH:11]=[CH:12][C:13]3[O:19][CH2:18][CH2:17][N:16](C(OC(C)(C)C)=O)[CH2:15][C:14]=3[CH:27]=1)[CH:9]=2>CO.Cl.O1CCOCC1>[CH3:1][C:2]1[N:3]([C:29]([O:31][CH2:32][CH:33]([CH3:35])[CH3:34])=[O:30])[C:4]2[C:5]([N:28]=1)=[N:6][CH:7]=[C:8]([C:10]1[CH:11]=[CH:12][C:13]3[O:19][CH2:18][CH2:17][NH:16][CH2:15][C:14]=3[CH:27]=1)[CH:9]=2. Reported procedure: A mixture of 1,1-dimethylethyl 7-(2-methyl-1-{[(2-methylpropyl)-oxy]carbonyl}-1H-imidazo[4,5-b]pyridine-6-yl)-2,3-dihydro-1,4-benzoxazepine-4(5H)carboxylate (1.1 g, 2.3 mmol) in methanol (6 ml) and 4 N hydrochloric acid in dioxane (12 ml) was stirred at room temperature for 1 h and then concentrated. The resulting solid was triturated with ethyl acetate to afford the hydrochloride salt of 2-methylpropyl 2-methyl-6-(2,3,4,5-tetrahydro-1,4-benzoxazepin-7-yl)-1H-imidazo[4,5-b]pyridine-1-carboxylate... Starting materials: C(C)(=O)O.C(C)(=O)O.C(C)(C)(C)OC([C@H](CCCCNC[C@@H](CCN)O)NC(=O)OC(C)(C)C)=O ((2S,9R)-2-[(tert-Butoxycarbonyl)amino]-11-amino-9-hydroxy-7-azaundecanoic Acid tert-Butyl Ester, Diacetate Salt), C(C)(C)(C)OC([C@H](CCCCN(C[C@H](CC#N)O)C(=O)OCC1=CC=CC=C1)NC(=O)OC(C)(C)C)=O ((2S,9S)-2-[(tert-Butoxycarbonyl)amino]-7-(carbobenzyloxy)-10-cyano-9-hydroxy-7-azadecanoic Acid tert-Butyl Ester). Reaction SMILES: [C:1]([OH:4])(=[O:3])[CH3:2].[C:5]([OH:8])(=[O:7])[CH3:6].[C:9]([O:13][C:14](=[O:35])[C@@H:15]([NH:27][C:28]([O:30][C:31]([CH3:34])([CH3:33])[CH3:32])=[O:29])[CH2:16][CH2:17][CH2:18][CH2:19][NH:20][CH2:21][C@H:22]([OH:26])[CH2:23][CH2:24][NH2:25])([CH3:12])([CH3:11])[CH3:10].C(OC(=O)[C@@H](NC(OC(C)(C)C)=O)CCCCN(C(OCC1C=CC=CC=1)=O)C[C@@H](O)CC#N)(C)(C)C>C(O)(=O)C.[Pd].O=[Pt]=O>[C:1]([OH:4])(=[O:3])[CH3:2].[C:5]([OH:8])(=[O:7])[CH3:6].[C:9]([O:13][C:14](=[O:35])[C@@H:15]([NH:27][C:28]([O:30][C:31]([CH3:34])([CH3:33])[CH3:32])=[O:29])[CH2:16][CH2:17][CH2:18][CH2:19][NH:20][CH2:21][C@@H:22]([OH:26])[CH2:23][CH2:24][NH2:25])([CH3:12])([CH3:11])[CH3:10] |f:0.1.2,7.8.9|. Procedure details: According to the method described for the preparation of 15a, to a solution of 14b (172 mg, 0.33 mmol) in glacial acetic acid (5 mL) was added 10% Pd—C (17 mg) and PtO2 (35 mg) under an H2 atmosphere to obtain 15b in quantitative yield as a colorless oil: 1H NMR (D2O) δ 1.30-2.00 (m, 8H), 1.45 (s, 9H), 1.48 (s, 9H), 1.92 (s, 6H), 2.99-3.28 (m, 6H), 3.99 (dd, 1H, J=9.0, 5.11), 4.06 (it, 1H, J=9.5, 3.3); HRMS m/z calcd for C19H40N3O5 390.2968, found 390.2967. [α]22D−7.5° (c 1.03, CH3OH). Run in C(C)(=O)O (acetic acid). Reagents/catalysts: [Pd] (Pd—C), O=[Pt]=O (PtO2). The product is C(C)(=O)O.C(C)(=O)O.C(C)(C)(C)OC([C@H](CCCCNC[C@H](CCN)O)NC(=O)OC(C)(C)C)=O ((2S,9S)-2-[(tert-Butoxycarbonyl)amino]-11-amino-9-hydroxy-7-azaundecanoic Acid tert-Butyl Ester, Diacetate Salt).